Dataset: the Open Reaction Database (ORD), a public repository of structured organic reaction records. Task: describe an organic reaction: reactants, conditions, products, and yield The reactants are Cl.C(CC)OC(CC(C1=CC=C(C=C1)OC)N)=O (3-amino-3-(4-methoxyphenyl)propionic acid propyl ester hydrochloride), C([O-])([O-])=O.[Na+].[Na+] (sodium carbonate), C(=O)(OCC)N1C(C=2C(C1=O)=CC=CC2)=O (N-carboethoxy-phthalimide). Run in O (water), C(C)#N (acetonitrile). Run at time 1 hour. The product is C1(C=2C(C(N1C(CC(=O)OCCC)C1=CC=C(C=C1)OC)=O)=CC=CC2)=O (propyl 3-phthalimido-3-(4-methoxyphenyl)propionate). Isolated yield 83.3%. As a reaction SMILES: Cl.[CH2:2]([O:5][C:6](=[O:18])[CH2:7][CH:8]([NH2:17])[C:9]1[CH:14]=[CH:13][C:12]([O:15][CH3:16])=[CH:11][CH:10]=1)[CH2:3][CH3:4].C(=O)([O-])[O-].[Na+].[Na+].C(N1[C:34](=[O:35])[C:33]2=[CH:36][CH:37]=[CH:38][CH:39]=[C:32]2[C:31]1=[O:40])(OCC)=O>O.C(#N)C>[C:31]1(=[O:40])[N:17]([CH:8]([C:9]2[CH:10]=[CH:11][C:12]([O:15][CH3:16])=[CH:13][CH:14]=2)[CH2:7][C:6]([O:5][CH2:2][CH2:3][CH3:4])=[O:18])[C:34](=[O:35])[C:33]2=[CH:36][CH:37]=[CH:38][CH:39]=[C:32]12 |f:0.1,2.3.4|. Procedure: To a stirred solution of 3-amino-3-(4-methoxyphenyl)propionic acid propyl ester hydrochloride (1.50 g, 5.52 mmol) and sodium carbonate (0.59 g, 5.52 mmol) in 50 mL of water was added N-carboethoxy-phthalimide (1.21 g, 5.52 mmol) in 12 mL of acetonitrile. The reaction was complete in one hour. The acetonitrile was removed in vacuo and 5 mL of ether was added to the mixture, which was stirred overnight at room temperature. The resulting slurry was filtered and the solid was washed with 60 mL of wa... Reactants: C(=C)OCCCCCCO (1,6-hexanediol vinyl ether), COC(\C=C\C1=CC(=C(C=C1)O)OC)=O ((E)-4-hydroxy-3-methoxycinnamic acid methyl ester), C1(=CC=CC=C1)P(C1=CC=CC=C1)C1=CC=CC=C1 (triphenylphosphine), solution, C(C)OC(=O)N=NC(=O)OCC (azodicarboxylic acid diethyl ester). The reagents and catalysts are S(O)(O)(=O)=O (sulfuric acid). Run in CO (methanol), O1CCCC1 (tetrahydrofuran), C1(=CC=CC=C1)C (toluene). Reaction conditions: temperature 0 celsius, time 22.5 hour. The product is COC(C=CC1=CC(=C(C=C1)OCCCCCCO)OC)=O (4-(6-hydroxyhexyloxy)-3-methoxycinnamic acid methyl ester). Yield: 82.8%. RXN SMILES: C([O:3][CH2:4][CH2:5][CH2:6][CH2:7][CH2:8][CH2:9]O)=C.[CH3:11][O:12][C:13](=[O:25])/[CH:14]=[CH:15]/[C:16]1[CH:21]=[CH:20][C:19]([OH:22])=[C:18]([O:23][CH3:24])[CH:17]=1.C1(P(C2C=CC=CC=2)C2C=CC=CC=2)C=CC=CC=1.C(OC(N=NC(OCC)=O)=O)C>O1CCCC1.C1(C)C=CC=CC=1.S(=O)(=O)(O)O.CO>[CH3:11][O:12][C:13](=[O:25])[CH:14]=[CH:15][C:16]1[CH:21]=[CH:20][C:19]([O:22][CH2:9][CH2:8][CH2:7][CH2:6][CH2:5][CH2:4][OH:3])=[C:18]([O:23][CH3:24])[CH:17]=1. Procedure details: 3.92 ml (25.2 mmol) of 1,6-hexanediol vinyl ether were added to a solution of 5.0 g (24.0 mmol) of (E)-4-hydroxy-3-methoxycinnamic acid methyl ester and 6.61 g (25.2 mmol) of triphenylphosphine in 150 ml of tetrahydrofuran. The colourless solution was subsequently cooled to 0° C. and then 11.5 ml (25.3 mmol) of a 40% solution of azodicarboxylic acid diethyl ester in toluene were added dropwise thereto in the course of 30 minutes. The mixture was subsequently allowed to react first for minutes at... Starting materials: [H-].[Na+] (sodium hydride), CC=1C=C(C(=NC1C)OC)NC(=O)N1CCN(CC1)C1=CC(=CC(=C1)OC)OC (1-[(5,6-Dimethyl-2-methoxypyridin-3-yl)aminocarbonyl]-4-(3,5-dimethoxyphenyl)piperazine), IC(C)C (2-iodopropane). The solvent is CN(C=O)C (dimethylformamide). Conditions: time 15 minute. Product: C(C)(C)N(C(=O)N1CCN(CC1)C1=CC(=CC(=C1)OC)OC)C=1C(=NC(=C(C1)C)C)OC (1-[N-Isopropyl-N-(5,6-dimethyl-2-methoxypyridin-3-yl)aminocarbonyl]-4-(3,5-dimethoxyphenyl)piperazine). Isolated yield 78.0%. As a reaction SMILES: [CH3:1][C:2]1[CH:3]=[C:4]([NH:11][C:12]([N:14]2[CH2:19][CH2:18][N:17]([C:20]3[CH:25]=[C:24]([O:26][CH3:27])[CH:23]=[C:22]([O:28][CH3:29])[CH:21]=3)[CH2:16][CH2:15]2)=[O:13])[C:5]([O:9][CH3:10])=[N:6][C:7]=1[CH3:8].[H-].[Na+].I[CH:33]([CH3:35])[CH3:34]>CN(C)C=O>[CH:33]([N:11]([C:4]1[C:5]([O:9][CH3:10])=[N:6][C:7]([CH3:8])=[C:2]([CH3:1])[CH:3]=1)[C:12]([N:14]1[CH2:19][CH2:18][N:17]([C:20]2[CH:21]=[C:22]([O:28][CH3:29])[CH:23]=[C:24]([O:26][CH3:27])[CH:25]=2)[CH2:16][CH2:15]1)=[O:13])([CH3:35])[CH3:34] |f:1.2|. Procedure: 1-[(5,6-Dimethyl-2-methoxypyridin-3-yl)aminocarbonyl]-4-(3,5-dimethoxyphenyl)piperazine(100 mg, 0.25 mmol) was dissolved in dimethylformamide(15 ml) and thereto sodium hydride(6.0 mg, 0.25 mmol) was added, followed by stirring at room temperature for 15 min, and then 2-iodopropane(42 mg, 0.25 mmol) was added. The resulting mixture was stirred at room temperature for 16 hrs, concentrated under the reduced pressure to remove dimethylformamide, purified by column chromatography(ethylacetate:hexane=... Reactants: Cl.NC=1C=C(C=CC1)C1=CC=CC=2C=C(SC21)C(=O)N[C@H]2CN1CCC2CC1 (7-(3-aminophenyl)-N-[(3R)-1-azabicyclo[2.2.2]oct-3-yl]-1-benzothiophene-2-carboxamide hydrochloride), O1C(CCC1)C(=O)Cl (tetrahydrofuran-2-carbonyl chloride). The product is Cl.N12C[C@@H](C(CC1)CC2)NC(=O)C=2SC1=C(C2)C=CC=C1C1=CC(=CC=C1)NC(=O)C1OCCC1 (N-[(3R)-1-Azabicyclo[2.2.2]oct-3-yl]-7-{3-[(tetrahydro-2-furanylcarbonyl)amino]-phenyl}-1-benzothiophene-2-carboxamide hydrochloride). RXN SMILES: Cl.[NH2:2][C:3]1[CH:4]=[C:5]([C:9]2[C:17]3[S:16][C:15]([C:18]([NH:20][C@@H:21]4[CH:26]5[CH2:27][CH2:28][N:23]([CH2:24][CH2:25]5)[CH2:22]4)=[O:19])=[CH:14][C:13]=3[CH:12]=[CH:11][CH:10]=2)[CH:6]=[CH:7][CH:8]=1.[O:29]1[CH2:33][CH2:32][CH2:31][CH:30]1[C:34]([Cl:36])=[O:35]>>[ClH:36].[N:23]12[CH2:24][CH2:25][CH:26]([CH2:27][CH2:28]1)[C@@H:21]([NH:20][C:18]([C:15]1[S:16][C:17]3[C:9]([C:5]4[CH:6]=[CH:7][CH:8]=[C:3]([NH:2][C:34]([CH:30]5[CH2:31][CH2:32][CH2:33][O:29]5)=[O:35])[CH:4]=4)=[CH:10][CH:11]=[CH:12][C:13]=3[CH:14]=1)=[O:19])[CH2:22]2 |f:0.1,3.4|. Reported procedure: 50 mg (0.12 mmol) of 7-(3-aminophenyl)-N-[(3R)-1-azabicyclo[2.2.2]oct-3-yl]-1-benzothiophene-2-carboxamide hydrochloride (Example 21) and 32.5 mg (0.24 mmol) of tetrahydrofuran-2-carbonyl chloride are reacted together by general method F. 40.9 mg (68.1% of theory) of the title compound are obtained. Starting materials: Cl (hydrochloric acid), N1=CC=CC=C1 (pyridine), O(C1=CC=CC=C1)C=1C=C(CO)C=CC1F (3-phenoxy-4-fluoro-benzyl alcohol), C1(CC1)C(C(=O)Cl)C1=CC=C(C=C1)Cl (α-cyclopropyl-4-chlorophenyl-acetic acid chloride). Run in O (water), C1(=CC=CC=C1)C (toluene), C1(=CC=CC=C1)C (toluene). Run at time 3 hour. Product: O(C1=CC=CC=C1)C=1C=C(COC(C(C2CC2)C2=CC=C(C=C2)Cl)=O)C=CC1F (α-cyclopropyl-4-chlorophenyl-acetic acid 3-phenoxy-4-fluoro-benzyl ester). Yield: 84.3%. RXN SMILES: [O:1]([C:8]1[CH:9]=[C:10]([CH:13]=[CH:14][C:15]=1[F:16])[CH2:11][OH:12])[C:2]1[CH:7]=[CH:6][CH:5]=[CH:4][CH:3]=1.[CH:17]1([CH:20]([C:24]2[CH:29]=[CH:28][C:27]([Cl:30])=[CH:26][CH:25]=2)[C:21](Cl)=[O:22])[CH2:19][CH2:18]1.N1C=CC=CC=1.Cl>C1(C)C=CC=CC=1.O>[O:1]([C:8]1[CH:9]=[C:10]([CH:13]=[CH:14][C:15]=1[F:16])[CH2:11][O:12][C:21](=[O:22])[CH:20]([C:24]1[CH:25]=[CH:26][C:27]([Cl:30])=[CH:28][CH:29]=1)[CH:17]1[CH2:19][CH2:18]1)[C:2]1[CH:3]=[CH:4][CH:5]=[CH:6][CH:7]=1. Reported procedure: 9.4 g (0.043 mol) of 3-phenoxy-4-fluoro-benzyl alcohol and 9.9 g (0.043 mol) of α-cyclopropyl-4-chlorophenyl-acetic acid chloride were dissolved in 100 ml of anhydrous toluene, and 4 g of pyridine, dissolved in 50 ml of anhydrous toluene, were added dropwise at 20°-25° C., while stirring. Stirring was then continued at 25° C. for a further 3 hours. The reaction mixture was poured into 150 ml of water, to which 10 ml of concentrated hydrochloric acid were added, and the organic phase was separate... Reactants: Br (HBr), NC(CC1=CC=CC=C1)C(=O)O (DL-phenylalanine), N(=O)[O-].[Na+] (sodium nitrite). Run in O (water), O (water). Reaction conditions: temperature -10 celsius. Yields the product BrC(C(=O)O)CC1=CC=CC=C1 (2-Bromo-3-phenylpropionic acid). Reaction SMILES: N[CH:2]([C:10]([OH:12])=[O:11])[CH2:3][C:4]1[CH:9]=[CH:8][CH:7]=[CH:6][CH:5]=1.[BrH:13].N([O-])=O.[Na+]>O>[Br:13][CH:2]([CH2:3][C:4]1[CH:9]=[CH:8][CH:7]=[CH:6][CH:5]=1)[C:10]([OH:12])=[O:11] |f:2.3|. Procedure: 15.0 g (165 mmol) of DL-phenylalanine and 37.8 g (317 mmol) were dissolved in 80 ml of water. 25 ml of conc. HBr in water were added at room temperature, and the reaction solution was then cooled to −10° C. While stirring at −10° C., 7.77 g (112 mmol) of sodium nitrite were added in portions over a period of 1 h, and the reaction solution was then stirred at 0° C. for 6 h. The reaction solution was extracted with diethyl ether (4×60 ml), the combined organic phases were dried over magnesium sulf... Yields the product CC(C)CC(COC(C(=O)O)c1ccccc1)NC(=O)OCc1ccccc1. As a reaction SMILES: [CH3:1][CH:2]([CH2:3][CH:4]1[NH:5][C:6](=[O:16])[CH:7]([c:10]2[cH:11][cH:12][cH:13][cH:14][cH:15]2)[O:8][CH2:9]1)[CH3:17].[Cl:21][C:22](=[O:23])[O:24][CH2:25][c:26]1[cH:27][cH:28][cH:29][cH:30][cH:31]1.[ClH:18].[Na+:20].[OH-:19].[OH2:32]>>[CH3:1][CH:2]([CH2:3][CH:4]([NH:5][C:22](=[O:23])[O:24][CH2:25][c:26]1[cH:27][cH:28][cH:29][cH:30][cH:31]1)[CH2:9][O:8][CH:7]([C:6](=[O:16])[OH:19])[c:10]1[cH:11][cH:12][cH:13][cH:14][cH:15]1)[CH3:17]. Starting materials: CC(C)CC1COC(c2ccccc2)C(=O)N1, O=C(Cl)OCc1ccccc1, Cl, [Na+], [OH-], O.